From a dataset of the Open Reaction Database (ORD), a public repository of structured organic reaction records. describe an organic reaction: reactants, conditions, products, and yield Reactants: C(C1=CC=CC=C1)OC=1C=CC(=C2C=CC(NC12)=O)[C@H](CNC)O[Si](C)(C)C(C)(C)C ((R)-8-(benzyloxy)-5-(1-((tert-butyldimethylsilyl)oxy)-2-(methylamino)ethyl)quinolin-2(1H)-one). The reagents and catalysts are [Pd] (Pd/C). Run in CO (MeOH). Run at time 7 hour. The product is [Si](C)(C)(C(C)(C)C)O[C@@H](CNC)C1=C2C=CC(NC2=C(C=C1)O)=O ((R)-5-(1-((tert-butyldimethylsilyl)oxy)-2-(methylamino)ethyl)-8-hydroxyquinolin-2(1H)-one). As a reaction SMILES: C([O:8][C:9]1[CH:10]=[CH:11][C:12]([C@@H:20]([O:24][Si:25]([C:28]([CH3:31])([CH3:30])[CH3:29])([CH3:27])[CH3:26])[CH2:21][NH:22][CH3:23])=[C:13]2[C:18]=1[NH:17][C:16](=[O:19])[CH:15]=[CH:14]2)C1C=CC=CC=1>CO.[Pd]>[Si:25]([O:24][C@H:20]([C:12]1[CH:11]=[CH:10][C:9]([OH:8])=[C:18]2[C:13]=1[CH:14]=[CH:15][C:16](=[O:19])[NH:17]2)[CH2:21][NH:22][CH3:23])([C:28]([CH3:30])([CH3:31])[CH3:29])([CH3:27])[CH3:26]. Reported procedure: Intermediate 3 was dissolved in MeOH (25 mL) and Pd/C (10% w/w, 100 mg) was added. The resulting suspension was attached to a balloon filled with H2 and stirred for 7 hours. The reaction mixture was filtered through Celite diatomaceous earth and concentrated to give provide the title compound as a hard foam. ES/MS calcd. for C18H29N2O3Si+ 349.2. Found m/z=349.2 (M+H)+. Starting materials: Cl.O1CCOCC1 (dioxane hydrochloride), C(C1=CC=CC=C1)N (benzyl amine), ClC1=CC=C(C=C1)C1=NC(C=2N(C3=C1C=CC=C3)C(=NN2)C)NNC(=O)NN ((±)-[6-(4-chlorophenyl)-1-methyl-4H-[1,2,4]triazolo[4,3-a][1,4]benzodiazepin-4-yl]carbohydrazide), N(=O)OCCC(C)C (isopentyl nitrite). Solvent: C(C)N(CC)CC (Triethylamine), CN(C=O)C (dimethylformamide), C(Cl)(Cl)Cl (chloroform). Reaction conditions: temperature 0 celsius, time 1 hour. Yields the product C(C1=CC=CC=C1)NC(=O)C1C=2N(C3=C(C(=N1)C1=CC=C(C=C1)Cl)C=CC=C3)C(=NN2)C ((±)-N-benzyl-[6-(4-chlorophenyl)-1-methyl-4H-[1,2,4]triazolo[4,3-a][1,4]- benzodiazepin-4-yl]carboxamide). RXN SMILES: [Cl:1][C:2]1[CH:7]=[CH:6][C:5]([C:8]2[C:14]3[CH:15]=[CH:16][CH:17]=[CH:18][C:13]=3[N:12]3[C:19]([CH3:22])=[N:20][N:21]=[C:11]3[CH:10](NNC(NN)=O)[N:9]=2)=[CH:4][CH:3]=1.Cl.[O:30]1[CH2:35]COCC1.N(OCCC(C)C)=O.[CH2:44]([NH2:51])[C:45]1[CH:50]=[CH:49][CH:48]=[CH:47][CH:46]=1>CN(C)C=O.C(Cl)(Cl)Cl.C(N(CC)CC)C>[CH2:44]([NH:51][C:35]([CH:10]1[N:9]=[C:8]([C:5]2[CH:4]=[CH:3][C:2]([Cl:1])=[CH:7][CH:6]=2)[C:14]2[CH:15]=[CH:16][CH:17]=[CH:18][C:13]=2[N:12]2[C:19]([CH3:22])=[N:20][N:21]=[C:11]12)=[O:30])[C:45]1[CH:50]=[CH:49][CH:48]=[CH:47][CH:46]=1 |f:1.2|. Procedure details: A solution of (±)-[6-(4-chlorophenyl)-1-methyl-4H-[1,2,4]triazolo[4,3-a][1,4]benzodiazepin-4-yl]carbohydrazide (109.7 mg) in dimethylformamide (1 ml) was cooled to -40° C. and 4N dioxane hydrochloride (0.23 ml) was added thereto. The temperature of the mixture was raised to 0° C. The reaction mixture was cooled again to -40° C. and isopentyl nitrite (40 μl) was added thereto. The mixture was stirred at -30° C. for 1 hour. The temperature of the mixture was again cooled to -70° C. Triethylamine (... Starting materials: CNC1=CC=CC=C1 (N-methylaniline), C1(CC1)(C(=O)O)C(=O)O (cyclopropane-1,1-dicarboxylic acid). Run in CCOC(=O)C (EtOAc), C1CCOC1 (THF), C1CCOC1 (THF). Conditions: time 30 minute. The product is CN(C(=O)C1(CC1)C(=O)O)C1=CC=CC=C1 (1-(Methyl(phenyl)carbamoyl)cyclopropanecarboxylic acid). Yield: 49.1%. As a reaction SMILES: [C:1]1([C:7]([OH:9])=[O:8])([C:4](O)=[O:5])[CH2:3][CH2:2]1.[CH3:10][NH:11][C:12]1[CH:17]=[CH:16][CH:15]=[CH:14][CH:13]=1>C1COCC1.CCOC(C)=O>[CH3:10][N:11]([C:12]1[CH:17]=[CH:16][CH:15]=[CH:14][CH:13]=1)[C:4]([C:1]1([C:7]([OH:9])=[O:8])[CH2:3][CH2:2]1)=[O:5]. Procedure: To a solution of cyclopropane-1,1-dicarboxylic acid (1.5 g, 11.53 mmol) in THF (24 mL) TEA (1.6 mL, 11.53 mmol) was added dropwise and under stirring thionyl chloride (0.83 mL, 11.53 mmol) and the mixture stirred 30 min at room temperature. A solution of N-methylaniline (1.3 mL, 11.53 mmol) in THF (14 mL) was added dropwise at 0° C. and the mixture was stirred for 2 h. The mixture was diluted with EtOAc, extracted with 2N NaOH, acidified to pH˜2 by addition of 2N HCl and extracted with EtOAc, dr... Starting materials: c1ccc(CN2CCc3c(ccnc3-c3ccccc3)C2)cc1, CO, O=C(O)C(F)(F)F. Product: O=C(O)C(F)(F)F, c1ccc(-c2nccc3c2CCNC3)cc1. As a reaction SMILES: [CH2:1]([c:2]1[cH:3][cH:4][cH:5][cH:6][cH:7]1)[N:8]1[CH2:9][c:10]2[cH:11][cH:12][n:13][c:14](-[c:18]3[cH:19][cH:20][cH:21][cH:22][cH:23]3)[c:15]2[CH2:16][CH2:17]1.[CH3:31][OH:32].[F:24][C:25]([C:26](=[O:27])[OH:28])([F:29])[F:30]>>[F:24][C:25]([C:26](=[O:27])[OH:28])([F:29])[F:30].[NH:8]1[CH2:9][c:10]2[cH:11][cH:12][n:13][c:14](-[c:18]3[cH:19][cH:20][cH:21][cH:22][cH:23]3)[c:15]2[CH2:16][CH2:17]1. The reactants are [OH-].[Na+] (sodium hydroxide), FC=1C=C(C=CC1)C(=C(C(=O)OCC)CCO)C1=CC=C(C=C1)S(=O)(=O)C (ethyl 3-(3-fluorophenyl)-3-(4-methanesulphonylphenyl)-2-(2-hydroxyethyl)-2-propenoate). The reagents and catalysts are C1(=CC=C(C=C1)S(=O)(=O)O)C (paratoluenesulphonic acid). The solvent is C(C)O (ethanol), O (water), O (water), C1(=CC=CC=C1)C (toluene). Yields the product FC=1C=C(C=CC1)\C(\C1=CC=C(C=C1)S(=O)(=O)C)=C\1/C(OCC1)=O ((Z)-3-[1-(3-fluorophenyl)-1-(4-methanesulphonylphenyl)methylidene]dihydrofuran-2-one). The yield is 15.5%. Reaction SMILES: [OH-].[Na+].[F:3][C:4]1[CH:5]=[C:6]([C:10]([C:20]2[CH:25]=[CH:24][C:23]([S:26]([CH3:29])(=[O:28])=[O:27])=[CH:22][CH:21]=2)=[C:11]([CH2:17]CO)[C:12]([O:14][CH2:15]C)=[O:13])[CH:7]=[CH:8][CH:9]=1>O.C(O)C.C1(C)C=CC=CC=1.C1(C)C=CC(S(O)(=O)=O)=CC=1>[F:3][C:4]1[CH:5]=[C:6](/[C:10](=[C:11]2\[C:12](=[O:13])[O:14][CH2:15][CH2:17]\2)/[C:20]2[CH:21]=[CH:22][C:23]([S:26]([CH3:29])(=[O:27])=[O:28])=[CH:24][CH:25]=2)[CH:7]=[CH:8][CH:9]=1 |f:0.1|. Procedure: 3.3 g of sodium hydroxide dissolved in 10 ml of water are added to a solution of 29.3 g of ethyl 3-(3-fluorophenyl)-3-(4-methanesulphonylphenyl)-2-(2-hydroxyethyl)-2-propenoate, prepared in Example 12, in 50 ml of ethanol and the mixture is refluxed for 2 hours. After evaporation to dryness, the residue is taken up with water, acidified with 1 N hydrochloric acid and then extracted with dichloromethane. The organic phase is dried over magnesium sulphate and evaporated under vacuum to give an oil... Reactants: C(=O)(O)[O-].[Na+] (NaHCO3), ClC1=NC=CC=C1C(=O)NC1=CC2=C(CCC=3C(=NN(C23)C2=CC=C(C=C2)C#C)C(=O)N)C=C1 (8-{[(2-chloropyridin-3-yl)carbonyl]amino}-1-(4-ethynylphenyl)-4,5-dihydro-1H-benzo[g]indazole-3-carboxamide), O (water), OS(=O)(=O)C(F)(F)F (triflic acid). Run in O1CCOCC1 (dioxane). Reaction conditions: temperature 100 celsius. The product is C(C)(=O)C1=CC=C(C=C1)N1N=C(C=2CCC3=C(C12)C=C(C=C3)NC(=O)C=3C(=NC=CC3)Cl)C(=O)N (1-(4-acetylphenyl)-8-{[(2-chloropyridin-3-yl)carbonyl]amino}-4,5-dihydro-1H-benzo[g]indazole-3-carboxamide). Reaction SMILES: [Cl:1][C:2]1[C:7]([C:8]([NH:10][C:11]2[CH:34]=[CH:33][C:14]3[CH2:15][CH2:16][C:17]4[C:18]([C:30]([NH2:32])=[O:31])=[N:19][N:20]([C:22]5[CH:27]=[CH:26][C:25]([C:28]#[CH:29])=[CH:24][CH:23]=5)[C:21]=4[C:13]=3[CH:12]=2)=[O:9])=[CH:6][CH:5]=[CH:4][N:3]=1.O.[OH:36]S(C(F)(F)F)(=O)=O.C([O-])(O)=O.[Na+]>O1CCOCC1>[C:28]([C:25]1[CH:26]=[CH:27][C:22]([N:20]2[C:21]3[C:13]4[CH:12]=[C:11]([NH:10][C:8]([C:7]5[C:2]([Cl:1])=[N:3][CH:4]=[CH:5][CH:6]=5)=[O:9])[CH:34]=[CH:33][C:14]=4[CH2:15][CH2:16][C:17]=3[C:18]([C:30]([NH2:32])=[O:31])=[N:19]2)=[CH:23][CH:24]=1)(=[O:36])[CH3:29] |f:3.4|. Reported procedure: A mixture of 8-{[(2-chloropyridin-3-yl)carbonyl]amino}-1-(4-ethynylphenyl)-4,5-dihydro-1H-benzo[g]indazole-3-carboxamide (442 mg, 1.2 mmol), water (65 mg, 3.6 mmol), and triflic acid (270 mg, 1.8 mmol) in dioxane (10 mL) was heated to 100° C. for 18 h. The mixture was cooled to RT, aqueous NaHCO3 was added, and filtered. The product was washed with water and ether, and dried. This gave product (293 mg, 67%). 1H NMR was consistent with its structure. Reported procedure: (+/−)-Cis-benzyl 3-azido-4-methoxypyrrolidine-1-carboxylate (8.0 g) was resolved using the following chiral SFC conditions: column: Chiralpak AD-H 25×3 cm, 5 μm, Column Temp. 48° C., Flow rate: 140 mL/min, Mobile Phase: 65/35=CO2/1:1 MeOH:ACN (v/v) with 0.1% triethylamine, Injection Volume: 3 mL (Conc. 59.3 mg/mL), detector wavelength: 215 nm. The isolated isomers were named “Pk1” and “Pk2” in the elution order. The Pkl was collected and concentrated to afford 3.82 g of the desired (3R,4S)-enant... Solvent: C(C)#N (ACN), CO (MeOH), C(C)N(CC)CC (triethylamine), C(C)N(CC)CC (triethylamine), C(C)#N (ACN), CO (MeOH). The reactants are N(=[N+]=[N-])[C@@H]1CN(C[C@@H]1OC)C(=O)OCC1=CC=CC=C1 ((+/−)-Cis-benzyl 3-azido-4-methoxypyrrolidine-1-carboxylate), C(=O)=O (CO2), C(=O)=O (CO2). Reaction SMILES: [N:1]([C@H:4]1[C@@H:8]([O:9][CH3:10])[CH2:7][N:6]([C:11]([O:13][CH2:14][C:15]2[CH:20]=[CH:19][CH:18]=[CH:17][CH:16]=2)=[O:12])[CH2:5]1)=[N+]=[N-].C(=O)=O>C(N(CC)CC)C.C(#N)C.CO>[NH2:1][C@H:4]1[C@@H:8]([O:9][CH3:10])[CH2:7][N:6]([C:11]([O:13][CH2:14][C:15]2[CH:20]=[CH:19][CH:18]=[CH:17][CH:16]=2)=[O:12])[CH2:5]1. The product is N[C@@H]1CN(C[C@@H]1OC)C(=O)OCC1=CC=CC=C1 ((3R,4S)-benzyl 3-amino-4-methoxypyrrolidine-1-carboxylate).